Dataset: the Open Reaction Database (ORD), a public repository of structured organic reaction records. Task: describe an organic reaction: reactants, conditions, products, and yield Reactants: COC1=CC(=C(C=C1)C=O)SC ((4-methoxy-2-methylsulphanyl-phenyl)-methanone), Br (HBr), C(=O)(O)[O-].[Na+] (NaHCO3). Run in C(C)(=O)O (acetic acid). Yields the product BrC1=CC=C(C=C1)C(=O)C1=C(C=C(C=C1)O)SC ((4-bromo-phenyl)-(4-hydroxy-2-methylsulphanyl-phenyl)-methanone). RXN SMILES: C[O:2][C:3]1[CH:8]=[CH:7][C:6]([CH:9]=[O:10])=[C:5]([S:11][CH3:12])[CH:4]=1.[BrH:13].C([O-])(O)=O.[Na+]>C(O)(=O)C>[Br:13][C:3]1[CH:8]=[CH:7][C:6]([C:9]([C:6]2[CH:7]=[CH:8][C:3]([OH:2])=[CH:4][C:5]=2[S:11][CH3:12])=[O:10])=[CH:5][CH:4]=1 |f:2.3|. Reported procedure: 1.0 g of 4-bromo-phenyl)-(4-methoxy-2-methylsulphanyl-phenyl)-methanone (Ex. C) are suspended in 6 ml of acetic acid and 3.5 ml of 62% HBr and stirred at 125° C. overnight. The suspension is added to sat. NaHCO3 solution, the phases are separated and the inorganic phase is extracted with ethyl acetate. The organic phases are washed with sat. NaHCO3 solution and with saturated sodium chloride solution and dried. 920 mg of (4-bromo-phenyl)-(4-hydroxy-2-methylsulphanyl-phenyl)-methanone are obtaine...